From a dataset of the Open Reaction Database (ORD), a public repository of structured organic reaction records. describe an organic reaction: reactants, conditions, products, and yield Reactants: C(C=C)N1CCC[C@H]2C3=C(CC[C@H]12)C=C(C=C3)[N+](=O)[O-] ((4aS,10bS)-4-Allyl-8-nitro-1,2,3,4,4a,5,6,10b-octahydro-benzo[f]quinoline), [Sn](Cl)(Cl)(Cl)Cl (tin chloride). Solvent: CO (MeOH). The product is C(C=C)N1CCC[C@H]2C3=C(CC[C@H]12)C=C(C=C3)N ((4aS,10bS)-4-Allyl-1,2,3,4,4a,5,6,10b-octahydro-benzo[f]quinolin-8-ylamine). The yield is 46.3%. As a reaction SMILES: [CH2:1]([N:4]1[C@@H:13]2[C@H:8]([C:9]3[CH:17]=[CH:16][C:15]([N+:18]([O-])=O)=[CH:14][C:10]=3[CH2:11][CH2:12]2)[CH2:7][CH2:6][CH2:5]1)[CH:2]=[CH2:3].[Sn](Cl)(Cl)(Cl)Cl>CO>[CH2:1]([N:4]1[C@@H:13]2[C@H:8]([C:9]3[CH:17]=[CH:16][C:15]([NH2:18])=[CH:14][C:10]=3[CH2:11][CH2:12]2)[CH2:7][CH2:6][CH2:5]1)[CH:2]=[CH2:3]. Reported procedure: (4aS,10bS)-4-Allyl-8-nitro-1,2,3,4,4a,5,6,10b-octahydro-benzo[f]quinoline (0.85 g, 3.12 mmol) was dissolved in MeOH (50 mL) and tin chloride (3.50 g, 15.5 mmol) added. The solution was heated to reflux for 3 h and then evaporated. The residue was partitioned between ethyl acetate and NaOH (2M), and the organic phase separated and dried over MgSO4. The filtered solution was concentrated and separated by preparative HPLC (20-90% MeOH) to give the 3 amino isomers. The product was obtained as a yell...